Task: describe an organic reaction: reactants, conditions, products, and yield. Dataset: the Open Reaction Database (ORD), a public repository of structured organic reaction records RXN SMILES: [CH2:1]1[C:14]2[C:5](=[C:6]([OH:16])[C:7]3[C:12]([C:13]=2[OH:15])=[CH:11][CH:10]=[CH:9][CH:8]=3)[CH2:4][CH2:3][CH2:2]1.C1C2C(C(=O)C3C(C2=O)=CC=CC=3)CC=C1>>[CH2:4]1[CH:5]2[CH:14]([C:13](=[O:15])[C:12]3[C:7]([C:6]2=[O:16])=[CH:8][CH:9]=[CH:10][CH:11]=3)[CH2:1][CH2:2][CH2:3]1. The reactants are C1CCCC2=C(C3=CC=CC=C3C(=C12)O)O (1,2,3,4-tetrahydro-9,10-anthracene-diol), C1C=CCC2C(C3=CC=CC=C3C(C12)=O)=O (1,4,4a,9a-tetrahydro-anthraquinone). Product: C1CCCC2C(C3=CC=CC=C3C(C12)=O)=O (1,2,3,4,4a,9a-hexahydro-9,10-anthracene-dione). Procedure details: A process for the preparation of 1,2,3,4-tetrahydro-9,10-anthracene-diol, in which catalytic hydrogenation of 1,4,4a,9a-tetrahydro-anthraquinone is carried out in the liquid phase to give 1,2,3,4,4a,9a-hexahydro-9,10-anthracene-dione followed by isomerization of the latter in the presence of an acid to give 1,2,3,4-tetrahydro-9,10-anthracene-diol. Reactants: O=C([O-])[O-], CC1(C)OCC(CO)O1, CS(C)=O, [Cs+], [Cs+], Fc1nc(F)c(F)c(F)c1F. The product is CC1(C)OCC(COc2c(F)c(F)nc(F)c2F)O1. RXN SMILES: [C:21](=[O:22])([O-:23])[O-:24].[CH3:12][C:13]1([CH3:20])[O:14][CH2:15][CH:16]([CH2:18][OH:19])[O:17]1.[CH3:27][S:28]([CH3:29])=[O:30].[Cs+:25].[Cs+:26].[F:1][c:2]1[c:3]([F:11])[c:4]([F:10])[c:5]([F:9])[c:6]([F:8])[n:7]1>>[F:1][c:2]1[c:3]([F:11])[c:4]([O:19][CH2:18][CH:16]2[CH2:15][O:14][C:13]([CH3:12])([CH3:20])[O:17]2)[c:5]([F:9])[c:6]([F:8])[n:7]1. The reactants are ClC1=C(C=C(CN2CCC(CC2)N)C=C1)OCC (1-(4-chloro-3-ethoxy-benzyl)piperidin-4-ylamine), COC=1C=C(C(=O)O)C=CC1C (3-methoxy-4-methylbenzoic acid). The product is ClC1=C(C=C(CN2CCC(CC2)NC(C2=CC(=C(C=C2)C)OC)=O)C=C1)OCC (N-[1-(4-Chloro-3-ethoxy-benzyl)piperidin-4-yl]-3-methoxy-4-methyl-benzamide). Isolated yield 69.0%. As a reaction SMILES: [Cl:1][C:2]1[CH:15]=[CH:14][C:5]([CH2:6][N:7]2[CH2:12][CH2:11][CH:10]([NH2:13])[CH2:9][CH2:8]2)=[CH:4][C:3]=1[O:16][CH2:17][CH3:18].[CH3:19][O:20][C:21]1[CH:22]=[C:23]([CH:27]=[CH:28][C:29]=1[CH3:30])[C:24](O)=[O:25]>>[Cl:1][C:2]1[CH:15]=[CH:14][C:5]([CH2:6][N:7]2[CH2:12][CH2:11][CH:10]([NH:13][C:24](=[O:25])[C:23]3[CH:27]=[CH:28][C:29]([CH3:30])=[C:21]([O:20][CH3:19])[CH:22]=3)[CH2:9][CH2:8]2)=[CH:4][C:3]=1[O:16][CH2:17][CH3:18]. Procedure: The title compound (29 mg, 69%) was prepared analogously to example 8 by coupling of 1-(4-chloro-3-ethoxy-benzyl)piperidin-4-ylamine with 3-methoxy-4-methylbenzoic acid. MS: 417.4 (MH+). The reactants are COCCN ([2-(methyloxy)ethyl]amine), IC1=CC=C(C=C1)S(=O)(=O)Cl (4-iodobenzenesulfonyl chloride). Product: IC1=CC=C(C=C1)S(=O)(=O)NCCOC (4-iodo-N-[2-(methyloxy)ethyl]benzenesulfonamide). As a reaction SMILES: [CH3:1][O:2][CH2:3][CH2:4][NH2:5].[I:6][C:7]1[CH:12]=[CH:11][C:10]([S:13](Cl)(=[O:15])=[O:14])=[CH:9][CH:8]=1>>[I:6][C:7]1[CH:12]=[CH:11][C:10]([S:13]([NH:5][CH2:4][CH2:3][O:2][CH3:1])(=[O:15])=[O:14])=[CH:9][CH:8]=1. Reported procedure: The title compound was prepared from [2-(methyloxy)ethyl]amine and 4-iodobenzenesulfonyl chloride using a similar procedure to that described for Description 30. RXN SMILES: [CH3:30][N:31]([CH2:32][CH2:33][NH2:34])[CH3:35].[CH3:36][N:37]([CH3:38])[CH:39]=[O:40].[F:1][c:2]1[c:3]([N+:27](=[O:28])[O-:29])[cH:4][c:5](-[n:8]2[c:9](=[O:26])[n:10](-[c:13]3[cH:14][cH:15][c:16]([O:19][c:20]4[cH:21][cH:22][cH:23][cH:24][cH:25]4)[cH:17][cH:18]3)[cH:11][cH:12]2)[cH:6][cH:7]1>>[c:2]1([NH:34][CH2:33][CH2:32][N:31]([CH3:30])[CH3:35])[c:3]([N+:27](=[O:28])[O-:29])[cH:4][c:5](-[n:8]2[c:9](=[O:26])[n:10](-[c:13]3[cH:14][cH:15][c:16]([O:19][c:20]4[cH:21][cH:22][cH:23][cH:24][cH:25]4)[cH:17][cH:18]3)[cH:11][cH:12]2)[cH:6][cH:7]1. Product: CN(C)CCNc1ccc(-n2ccn(-c3ccc(Oc4ccccc4)cc3)c2=O)cc1[N+](=O)[O-]. The reactants are CN(C)CCN, CN(C)C=O, O=c1n(-c2ccc(Oc3ccccc3)cc2)ccn1-c1ccc(F)c([N+](=O)[O-])c1.